describe an organic reaction: reactants, conditions, products, and yield From a dataset of the Open Reaction Database (ORD), a public repository of structured organic reaction records. Reactants: CCO, Cc1ccccc1, Cl, CCOC(=O)C1CCc2cc(F)ccc2O1, CCOCC, O, c1ccccc1. The product is OCC1CCc2cc(F)ccc2O1. Reaction SMILES: [CH3:23][CH2:24][OH:25].[CH3:27][c:28]1[cH:29][cH:30][cH:31][cH:32][cH:33]1.[ClH:26].[F:1][c:2]1[cH:3][cH:4][c:5]2[c:6]([cH:16]1)[CH2:7][CH2:8][CH:9]([C:11](=[O:12])[O:13][CH2:14][CH3:15])[O:10]2.[O:34]([CH2:35][CH3:36])[CH2:37][CH3:38].[OH2:39].[cH:17]1[cH:18][cH:19][cH:20][cH:21][cH:22]1>>[F:1][c:2]1[cH:3][cH:4][c:5]2[c:6]([cH:16]1)[CH2:7][CH2:8][CH:9]([CH2:11][OH:12])[O:10]2. The reactants are CC1=CC(C2=C(O1)C=C1C(=C(C=C(C1=C2O)O)O)C2=C(C=C(C1=C(C3=C(OC(=CC3=O)C)C=C21)O)O)O)=O (2-methyl-5,6,8-trihydroxy-9-(5,6,8-trihydroxy-2-methyl-4H-naphtho[2,3,b]pyran-4-one-9yl)-4H-naphtho[2,3,b]pyran-4-one), CN(C(=O)Cl)C (dimethylcarbamoyl chloride). Solvent: N1=CC=CC=C1 (pyridine). Reaction conditions: temperature 0 celsius, time 2 hour. Product: OC1=C2C(=CC(=C(C2=CC=2OC(=CC(C21)=O)C)C2=C(C=C(C1=C(C3=C(OC(=CC3=O)C)C=C21)O)O)OC(=O)N(C)C)OC(=O)N(C)C)O (5,6-Dihydroxy-8-dimethylaminocarbonyloxy-9-(5,6-dihydroxy-8-dimethylaminocarbonyloxy-2-methyl-4H-naphtho[2,3,b]pyran-4-one-9-yl)-2-methyl-4H-naphtho[2,3,b]pyran-4-one). As a reaction SMILES: [CH3:1][C:2]1[O:7][C:6]2[CH:8]=[C:9]3[C:14](=[C:15]([OH:16])[C:5]=2[C:4](=[O:38])[CH:3]=1)[C:13]([OH:17])=[CH:12][C:11]([OH:18])=[C:10]3[C:19]1[C:34]2[C:23](=[C:24]([OH:35])[C:25]3[C:30](=[O:31])[CH:29]=[C:28]([CH3:32])[O:27][C:26]=3[CH:33]=2)[C:22]([OH:36])=[CH:21][C:20]=1[OH:37].[CH3:39][N:40]([CH3:44])[C:41](Cl)=[O:42]>N1C=CC=CC=1>[OH:16][C:15]1[C:5]2[C:4](=[O:38])[CH:3]=[C:2]([CH3:1])[O:7][C:6]=2[CH:8]=[C:9]2[C:14]=1[C:13]([OH:17])=[CH:12][C:11]([O:18][C:41]([N:40]([CH3:44])[CH3:39])=[O:42])=[C:10]2[C:19]1[C:34]2[C:23](=[C:24]([OH:35])[C:25]3[C:30](=[O:31])[CH:29]=[C:28]([CH3:32])[O:27][C:26]=3[CH:33]=2)[C:22]([OH:36])=[CH:21][C:20]=1[O:37][C:41]([N:40]([CH3:44])[CH3:39])=[O:42]. Procedure: A mixture of 50 mg of 2-methyl-5,6,8-trihydroxy-9-(5,6,8-trihydroxy-2-methyl-4H-naphtho[2,3,b]pyran-4-one-9yl)-4H-naphtho[2,3,b]pyran-4-one in 2 ml of pyridine at 0° C. was added with 0.02 ml of dimethylcarbamoyl chloride. The mixture was then stirred at 0° C. for 2 hours and warmed to room temperature overnight. The mixture was quenched with 1 ml of 0.1N sodium hydroxide solution, stirred for 20 minutes and partitioned between chloroform and water. The chloroform layer was then washed with dilu... Starting materials: COC(=O)c1ccccc1C(=O)N1CCN(C(=O)OC(C)(C)C)CC1, CCN(C(C)C)C(C)C, ClCCl, O=C(O)C(F)(F)F. Product: COC(=O)c1ccccc1C(=O)N1CCNCC1. Reaction SMILES: [C:8]([O:9][C:10](=[O:11])[N:15]1[CH2:16][CH2:17][N:18]([C:21]([c:22]2[c:23]([C:28](=[O:29])[O:30][CH3:31])[cH:24][cH:25][cH:26][cH:27]2)=[O:32])[CH2:19][CH2:20]1)([CH3:12])([CH3:13])[CH3:14].[CH:33]([N:34]([CH2:35][CH3:36])[CH:37]([CH3:38])[CH3:39])([CH3:40])[CH3:41].[Cl:42][CH2:43][Cl:44].[F:1][C:2]([F:3])([F:4])[C:5]([OH:6])=[O:7]>>[NH:15]1[CH2:16][CH2:17][N:18]([C:21]([c:22]2[c:23]([C:28](=[O:29])[O:30][CH3:31])[cH:24][cH:25][cH:26][cH:27]2)=[O:32])[CH2:19][CH2:20]1. The reactants are C(C1=CC=CC=C1)(=O)OC[C@@H]1OCC(O1)N1C2=NC(=NC(=C2N=C1)NC1CC1)N (9-(2-(R)-benzoyloxymethyl-1,3-dioxolan-4-yl)-6-(N-cyclopropyl)amino-2-amino purine), N (ammonia). Run in CO (MeOH). Yields the product OC[C@@H]1OCC(O1)N1C2=NC(=NC(=C2N=C1)NC1CC1)N (9-(2-(R)-hydroxymethyl-1,3-dioxolan-4-yl)-6-(N-cyclopropyl)amino-2-amino purine). RXN SMILES: C([O:9][CH2:10][C@H:11]1[O:15][CH:14]([N:16]2[CH:24]=[N:23][C:22]3[C:17]2=[N:18][C:19]([NH2:29])=[N:20][C:21]=3[NH:25][CH:26]2[CH2:28][CH2:27]2)[CH2:13][O:12]1)(=O)C1C=CC=CC=1.N>CO>[OH:9][CH2:10][C@H:11]1[O:15][CH:14]([N:16]2[CH:24]=[N:23][C:22]3[C:17]2=[N:18][C:19]([NH2:29])=[N:20][C:21]=3[NH:25][CH:26]2[CH2:28][CH2:27]2)[CH2:13][O:12]1. Reported procedure: The starting material (Compound 24: 3.3 g) was stirred with ammonia in MeOH (80 mL; 2M) for 20 hrs. Nitrogen was bubbled through the reaction mixture to remove the excess ammonia. Then, the solution was concentrated to yield the crude as a β/α mixture (β/α=2.3:1). The β/α isomers were separated by chromatography on silica gel using DCM/MeOH as eluent to yield 1.18 g (70% β isomer). Reaction SMILES: [CH3:1][C:2]([C:4]1[C:9](O)=[CH:8][C:7](O)=[CH:6][C:5]=1O)=[O:3].C(Cl)C1C=CC=CC=1.C([O-])([O-])=O.[K+].[K+]>CN(C=O)C.[Na+].[Cl-]>[C:2]([C:4]1[CH:9]=[CH:8][CH:7]=[CH:6][CH:5]=1)(=[O:3])[CH3:1] |f:2.3.4,6.7|. Product: C(C)(=O)C1=CC=CC=C1 (acetophenone). Run at time 16 hour. The solvent is [Na+].[Cl-] (NaCl), CN(C)C=O (DMF). Starting materials: CC(=O)C1=C(C=C(C=C1O)O)O (phloroacetophenone), C(C1=CC=CC=C1)Cl (benzyl chloride), C(=O)([O-])[O-].[K+].[K+] (K2CO3). Reported procedure: To a solution of 1.68g of phloroacetophenone and 12.7 g of benzyl chloride in 20 ml of DMF is added 5.53 g of anhydrous K2CO3. The mixture is stirred for 16 hours at 65° under argon. The mixture is diluted with 100 ml of 5% NaCl and extracted with ethyl acetate (2 × 50 ml). The extracts are washed with 5% NaCl and 2% NaOH, dried over MgSO4 and concentrated to a red oil which is purified on a dry 250 g silica gel columning CCl4 as eluent. This yields 2,4,6-tribenzyloxyacetophenone as a yellow oil... Yields the product CN(C1CN(CC1)C=1SC2=C(N1)C=CC(=C2)NC(C=CC2=CC(=CC=C2)F)=O)C (N-[2-(3-Dimethylamino-pyrrolidin-1-yl)-benzothiazol-6-yl]-3-(3-fluoro-phenyl)-acrylamide). Reaction SMILES: [F:1][C:2]1[CH:3]=[C:4]([CH:10]=[CH:11][CH:12]=1)/[CH:5]=[CH:6]/[C:7]([OH:9])=O.[CH3:13][N:14]([CH3:30])[CH:15]1[CH2:19][CH2:18][N:17]([C:20]2[S:21][C:22]3[CH:28]=[C:27]([NH2:29])[CH:26]=[CH:25][C:23]=3[N:24]=2)[CH2:16]1>>[CH3:13][N:14]([CH3:30])[CH:15]1[CH2:19][CH2:18][N:17]([C:20]2[S:21][C:22]3[CH:28]=[C:27]([NH:29][C:7](=[O:9])[CH:6]=[CH:5][C:4]4[CH:10]=[CH:11][CH:12]=[C:2]([F:1])[CH:3]=4)[CH:26]=[CH:25][C:23]=3[N:24]=2)[CH2:16]1. Starting materials: FC=1C=C(/C=C/C(=O)O)C=CC1 (trans-3-fluorocinnamic acid), CN(C1CN(CC1)C=1SC2=C(N1)C=CC(=C2)N)C (2-(3-dimethylamino-pyrrolidin-1-yl)-benzothiazol-6-ylamine). Procedure: Prepare according to Method B, using trans-3-fluorocinnamic acid (98 mg, 0.590 mmol) and 2-(3-dimethylamino-pyrrolidin-1-yl)-benzothiazol-6-ylamine (162 mg, 0.618 mmol) to afford the title compound (41 mg, 16%). mass spectrum (m/e): 411.2 [M+H], 409.2 [M−H]. Yield: 16.9%. The reactants are CNC(=O)c1c(NC(=O)CBr)sc2c1CCCC2, C1CCOC1, CC(C)(C)[O-], [Cl-], O=Cc1c[nH]nc1C(F)(F)F, [K+], [NH4+]. The product is CNC(=O)c1c(NC(=O)Cn2cc(C=O)c(C(F)(F)F)n2)sc2c1CCCC2. Reaction SMILES: [Br:18][CH2:19][C:20](=[O:21])[NH:22][c:23]1[c:24]([C:32](=[O:33])[NH:34][CH3:35])[c:25]2[c:26]([s:27]1)[CH2:28][CH2:29][CH2:30][CH2:31]2.[CH2:38]1[O:39][CH2:40][CH2:41][CH2:42]1.[CH3:12][C:13]([CH3:14])([O-:15])[CH3:16].[Cl-:36].[F:1][C:2]([c:3]1[n:4][nH:5][cH:6][c:7]1[CH:8]=[O:9])([F:10])[F:11].[K+:17].[NH4+:37]>>[F:1][C:2]([c:3]1[n:4][n:5]([CH2:19][C:20](=[O:21])[NH:22][c:23]2[c:24]([C:32](=[O:33])[NH:34][CH3:35])[c:25]3[c:26]([s:27]2)[CH2:28][CH2:29][CH2:30][CH2:31]3)[cH:6][c:7]1[CH:8]=[O:9])([F:10])[F:11]. The reactants are Cl (HCl), NC=1C=CC(=C(C1)CC)[N+](=O)[O-] (5-amino-1-ethyl-2-nitrobenzene), ice, N(=O)[O-].[Na+] (sodium nitrite), NC(=O)N (urea), Cl (HCl). The reagents and catalysts are [Cu]Cl (copper(I) chloride). Solvent: O (H2O), O (H2O), O (H2O). Run at time 10 minute. The product is ClC=1C=CC(=C(C1)CC)[N+](=O)[O-] (5-chloro-1-ethyl-2-nitrobenzene). Yield: 46.0%. As a reaction SMILES: N[C:2]1[CH:3]=[CH:4][C:5]([N+:10]([O-:12])=[O:11])=[C:6]([CH2:8][CH3:9])[CH:7]=1.N([O-])=O.[Na+].NC(N)=O.[ClH:21]>O.[Cu]Cl>[Cl:21][C:2]1[CH:3]=[CH:4][C:5]([N+:10]([O-:12])=[O:11])=[C:6]([CH2:8][CH3:9])[CH:7]=1 |f:1.2|. Procedure: 1.66 g (10 mmol) of 5-amino-1-ethyl-2-nitrobenzene (2) are dissolved in a 60° C. mixture of 5 ml of conc. HCl and 25 ml H2O and cooled rapidly in an ice bath. At a temperature below 5° C., diazotisation is carried out with 760 mg (11 mmol) of sodium nitrite in 10 ml of H2O. After 10 minutes, a pinch of urea from a spatula is added and the mixture stirred for another 5 minutes in the ice bath. This reaction mixture is poured into an 80° C. solution of 1.5 g of copper(I) chloride in 10 ml of conc.... Reaction conditions: temperature 100 celsius. Starting materials: Cl.N1(N=NC=C1)C1CCNCC1 (4-(1,2,3-triazol-1-yl)piperidine hydrochloride), C1CCC2=NCCCN2CC1 (DBU), C1(CC1)N1C=C(C(C2=CC(=C(N=C12)Cl)F)=O)C(=O)OCC (ethyl 1-cyclopropyl-6-fluoro-7-chloro-1,4-dihydro-4-oxo-1,8-naphthyridine-3-carboxylate). The product is C1(CC1)N1C=C(C(C2=CC(=C(N=C12)N1CCC(CC1)N1N=NC=C1)F)=O)C(=O)OCC (Ethyl 1-cyclopropyl-6-fluoro-7-[4-(1,2,3-triazole-1-yl)piperidin-1-yl]-1,4-dihydro-4-oxo-1,8-naphthyridine-3-carboxylate). The solvent is C(C)#N (acetonitrile), N1=CC=CC=C1 (pyridine). Isolated yield 66.0%. Procedure details: 4-(1,2,3-triazol-1-yl)piperidine hydrochloride (225 mg, 1.2 mmol) and DBU (182 mg, 1.2 mmol) was added to a suspension of ethyl 1-cyclopropyl-6-fluoro-7-chloro-1,4-dihydro-4-oxo-1,8-naphthyridine-3-carboxylate (150 mg, 0.48 mmol) in a mixture of acetonitrile (10 ml) and pyridine (3 ml). The reaction mixture was heated at 100° C. for 5 hrs. The suspended solid was filtered and the filtrate was concentrated to dryness. The residue was triturated with water and separated solid was filtered, washed ... As a reaction SMILES: Cl.[N:2]1([CH:7]2[CH2:12][CH2:11][NH:10][CH2:9][CH2:8]2)[CH:6]=[CH:5][N:4]=[N:3]1.C1CCN2C(=NCCC2)CC1.[CH:24]1([N:27]2[C:36]3[C:31](=[CH:32][C:33]([F:38])=[C:34](Cl)[N:35]=3)[C:30](=[O:39])[C:29]([C:40]([O:42][CH2:43][CH3:44])=[O:41])=[CH:28]2)[CH2:26][CH2:25]1>C(#N)C.N1C=CC=CC=1>[CH:24]1([N:27]2[C:36]3[C:31](=[CH:32][C:33]([F:38])=[C:34]([N:10]4[CH2:11][CH2:12][CH:7]([N:2]5[CH:6]=[CH:5][N:4]=[N:3]5)[CH2:8][CH2:9]4)[N:35]=3)[C:30](=[O:39])[C:29]([C:40]([O:42][CH2:43][CH3:44])=[O:41])=[CH:28]2)[CH2:25][CH2:26]1 |f:0.1|.